The task is: describe an organic reaction: reactants, conditions, products, and yield. This data is from the Open Reaction Database (ORD), a public repository of structured organic reaction records. Starting materials: CN(\C=N\S(=O)(=O)C1=C(C=CC=C1O)NC(C(C)(C)C)=O)C (N-(2-{[1-dimethylamino-meth-(E)-ylidene]-sulfamoyl}-3-hydroxy-phenyl)-2,2-dimethyl-propionamide), C(C=C)Br (allyl bromide), C(=O)([O-])[O-].[K+].[K+] (K2CO3). Solvent: CN(C)C=O (DMF). Yields the product C(C=C)OC=1C(=C(C=CC1)NC(C(C)(C)C)=O)S(/N=C/N(C)C)(=O)=O (N-(3-allyloxy-2-{[1-dimethylamino-meth-(E)-ylidene]-sulfamoyl}-phenyl)-2,2-dimethyl-propionamide). As a reaction SMILES: [CH3:1][N:2]([CH3:22])/[CH:3]=[N:4]/[S:5]([C:8]1[C:13]([OH:14])=[CH:12][CH:11]=[CH:10][C:9]=1[NH:15][C:16](=[O:21])[C:17]([CH3:20])([CH3:19])[CH3:18])(=[O:7])=[O:6].[CH2:23](Br)[CH:24]=[CH2:25].C([O-])([O-])=O.[K+].[K+]>CN(C=O)C>[CH2:25]([O:14][C:13]1[C:8]([S:5](=[O:7])(=[O:6])/[N:4]=[CH:3]/[N:2]([CH3:1])[CH3:22])=[C:9]([NH:15][C:16](=[O:21])[C:17]([CH3:19])([CH3:18])[CH3:20])[CH:10]=[CH:11][CH:12]=1)[CH:24]=[CH2:23] |f:2.3.4|. Procedure details: A solution of N-(2-{[1-dimethylamino-meth-(E)-ylidene]-sulfamoyl}-3-hydroxy-phenyl)-2,2-dimethyl-propionamide (600 mg, 1.84 mmol) in DMF (4 ml) is treated at 70° C. with allyl bromide (217 μl, 2.57 mmol) and K2CO3 (380 mg) for 45 min with stirring. After evaporation of the solvent, the residue is partitioned between water and EtOAc. The organic layer is dried (Na2SO4) and evaporated yielding N-(3-allyloxy-2-{[1-dimethylamino-meth-(E)-ylidene]-sulfamoyl}-phenyl)-2,2-dimethyl-propionamide. A solut... The reactants are Cl (hydrochloric acid), C([O-])([O-])=O.[K+].[K+] (Potassium carbonate), [N+](=O)([O-])C1=C(C=CC=C1)S(=O)(=O)OC1=CC=C(C=C1)C1CN(CCO1)S(=O)(=O)C1=C(C=CC=C1)[N+](=O)[O-] (4-(4-(2-Nitrobenzenesulfonyl)morpholin-2-yl)phenyl 2-nitrobenzenesulfonate), BrC1=CC=C(C=C1)S (4-bromobenzenethiol). Solvent: CN(C=O)C (N,N-dimethylformamide). Reaction conditions: time 5 minute. The product is N1CC(OCC1)C1=CC=C(C=C1)O (4-(Morpholin-2-yl)phenol). Yield: 63.5%. As a reaction SMILES: C(=O)([O-])[O-].[K+].[K+].[N+](C1C=CC=CC=1S([O:19][C:20]1[CH:25]=[CH:24][C:23]([CH:26]2[O:31][CH2:30][CH2:29][N:28](S(C3C=CC=CC=3[N+]([O-])=O)(=O)=O)[CH2:27]2)=[CH:22][CH:21]=1)(=O)=O)([O-])=O.BrC1C=CC(S)=CC=1.Cl>CN(C)C=O>[NH:28]1[CH2:29][CH2:30][O:31][CH:26]([C:23]2[CH:24]=[CH:25][C:20]([OH:19])=[CH:21][CH:22]=2)[CH2:27]1 |f:0.1.2|. Procedure details: Potassium carbonate (0.88 g, 6.33 mmol) was added to a solution of 1.16 g (2.11 mmol) of the title compound produced in step (iii) of Reference Example 12 in N,N-dimethylformamide (8.5 ml), and the mixture was stirred at room temperature for 5 min. Next, 1.20 g (6.33 mmol) of 4-bromobenzenethiol was added thereto, and the mixture was stirred at room temperature for 3.5 hr. The reaction was stopped by adding 1 N hydrochloric acid, and the reaction solution was adjusted to pH=3. The aqueous layer ... Reactants: O=C([O-])[O-], CN(C)C=O, COc1ccc(Nc2nc(Cl)nc(NC3CCCCCC3)n2)cc1Cl, [K+], [K+], O, Oc1ccc(I)cc1. Yields the product COc1ccc(Nc2nc(NC3CCCCCC3)nc(Oc3ccc(I)cc3)n2)cc1Cl. Reaction SMILES: [C:26](=[O:27])([O-:28])[O-:29].[CH3:40][N:41]([CH3:42])[CH:43]=[O:44].[Cl:1][c:2]1[n:3][c:4]([NH:18][CH:19]2[CH2:20][CH2:21][CH2:22][CH2:23][CH2:24][CH2:25]2)[n:5][c:6]([NH:8][c:9]2[cH:10][c:11]([Cl:17])[c:12]([O:15][CH3:16])[cH:13][cH:14]2)[n:7]1.[K+:30].[K+:31].[OH2:45].[OH:32][c:33]1[cH:34][cH:35][c:36]([I:37])[cH:38][cH:39]1>>[c:2]1([O:32][c:33]2[cH:34][cH:35][c:36]([I:37])[cH:38][cH:39]2)[n:3][c:4]([NH:18][CH:19]2[CH2:20][CH2:21][CH2:22][CH2:23][CH2:24][CH2:25]2)[n:5][c:6]([NH:8][c:9]2[cH:10][c:11]([Cl:17])[c:12]([O:15][CH3:16])[cH:13][cH:14]2)[n:7]1. Starting materials: C(C)OC(=O)[C@H](CCC1=CC=CC=C1)N[C@@H](C)C(=O)O (N-[1-(S)-ethoxycarbonyl-3-phenylpropyl]-L-alanine), CCOC(=O)C(CCC1=CC=CC=C1)N2C(C(=O)OC2=O)C (N-[1-(S)-ethoxycarbonyl-3-phenylpropyl]-L-alanine N-carboxyanhydride). The product is CCOC(=O)[C@H](CCC=1C=CC=CC1)N[C@@H](C)C(=O)N2CCC[C@H]2C(=O)O (enalapril). Isolated yield 81.8%. RXN SMILES: [CH2:1]([O:3][C:4]([C@@H:6]([NH:15][C@H:16]([C:18]([OH:20])=O)[CH3:17])[CH2:7][CH2:8][C:9]1[CH:14]=[CH:13][CH:12]=[CH:11][CH:10]=1)=[O:5])[CH3:2].CCOC([CH:26]([N:35]1C(=O)[O:39][C:37](=[O:38])[CH:36]1[CH3:42])[CH2:27]CC1C=CC=CC=1)=O>>[CH3:2][CH2:1][O:3][C:4]([C@@H:6]([NH:15][C@H:16]([C:18]([N:35]1[C@H:36]([C:37]([OH:39])=[O:38])[CH2:42][CH2:27][CH2:26]1)=[O:20])[CH3:17])[CH2:7][CH2:8][C:9]1[CH:10]=[CH:11][CH:12]=[CH:13][CH:14]=1)=[O:5]. Procedure details: In the said patent in the activation reaction of the starting N-[1-(S)-ethoxycarbonyl-3-phenylpropyl]-L-alanine neither the racemization on α-C atom of N-[1-(S)-ethoxycarbonyl-3-phenylpropyl]-L-alanine N-carboxyanhydride is specified nor possible side reactions (J. Org. Chem., 32, 11, 1967) are mentioned. In the optimum Example 4 the reaction yield up to enalapril (base) is 87%. The separation of enalapril maleate is carried out with a 81.8% yield. Reactants: COC1=C(C(=O)N)C(=CC(=C1)CCCCC)OC (2,6-dimethoxy-4-pentyl benzamide), [H-].[Al+3].[Li+].[H-].[H-].[H-] (lithium aluminum hydride). Procedure: Using the procedure of Example 1, 2,6-dimethoxy-4-pentyl benzamide is reduced with lithium aluminum hydride to obtain 2,6-dimethoxy-4-pentyl-benzylamine. Product: COC1=C(CN)C(=CC(=C1)CCCCC)OC (2,6-dimethoxy-4-pentyl-benzylamine). As a reaction SMILES: [CH3:1][O:2][C:3]1[CH:11]=[C:10]([CH2:12][CH2:13][CH2:14][CH2:15][CH3:16])[CH:9]=[C:8]([O:17][CH3:18])[C:4]=1[C:5]([NH2:7])=O.[H-].[Al+3].[Li+].[H-].[H-].[H-]>>[CH3:18][O:17][C:8]1[CH:9]=[C:10]([CH2:12][CH2:13][CH2:14][CH2:15][CH3:16])[CH:11]=[C:3]([O:2][CH3:1])[C:4]=1[CH2:5][NH2:7] |f:1.2.3.4.5.6|. Starting materials: ClC=1C=C2C(=NC1)N(C=C2C2=NC=C(C(=N2)S(=O)C)F)S(=O)(=O)C2=CC=C(C=C2)C (5-chloro-3-(5-fluoro-4-methylsulfinyl-pyrimidin-2-yl)-1-(p-tolylsulfonyl)pyrrolo[2,3-b]pyridine), 23a, [C@H]1([C@H](CCCC1)N)N ((1S,2S)-cyclohexane-1,2-diamine), CCN(C(C)C)C(C)C (iPr2NEt). Solvent: C1CCOC1 (THF). Yields the product ClC=1C=C2C(=NC1)N(C=C2C2=NC=C(C(=N2)N[C@@H]2[C@H](CCCC2)N)F)S(=O)(=O)C2=CC=C(C)C=C2 ((1S,2S)—N1-(2-(5-chloro-1-tosyl-1H-pyrrolo[2,3-b]pyridin-3-yl)-5-fluoropyrimidin-4-yl)cyclohexane-1,2-diamine). As a reaction SMILES: [Cl:1][C:2]1[CH:3]=[C:4]2[C:10]([C:11]3[N:16]=[C:15](S(C)=O)[C:14]([F:20])=[CH:13][N:12]=3)=[CH:9][N:8]([S:21]([C:24]3[CH:29]=[CH:28][C:27]([CH3:30])=[CH:26][CH:25]=3)(=[O:23])=[O:22])[C:5]2=[N:6][CH:7]=1.[C@H:31]1([NH2:38])[CH2:36][CH2:35][CH2:34][CH2:33][C@@H:32]1[NH2:37].CCN(C(C)C)C(C)C>C1COCC1>[Cl:1][C:2]1[CH:3]=[C:4]2[C:10]([C:11]3[N:16]=[C:15]([NH:37][C@H:32]4[CH2:33][CH2:34][CH2:35][CH2:36][C@@H:31]4[NH2:38])[C:14]([F:20])=[CH:13][N:12]=3)=[CH:9][N:8]([S:21]([C:24]3[CH:29]=[CH:28][C:27]([CH3:30])=[CH:26][CH:25]=3)(=[O:23])=[O:22])[C:5]2=[N:6][CH:7]=1. Procedure details: A solution of 5-chloro-3-(5-fluoro-4-methylsulfinyl-pyrimidin-2-yl)-1-(p-tolylsulfonyl)pyrrolo[2,3-b]pyridine, 23a, (0.50 g, 1.08 mmol) in THF (4 mL) was treated with (1S,2S)-cyclohexane-1,2-diamine (0.27 g, 2.37 mmol) and iPr2NEt (2.15 mmol) at 120° C. for 10 minutes. The mixture was concentrated in vacuo. The resulting residue was purified by silica gel chromatography (0-20% MeOH—CH2Cl2) to provide the desired intermediate as a white solid (410 mg). The reactants are [N-]=[N+]=[N-].[Na+] (Sodium azide), [Cl-].[NH4+] (ammonium chloride), ClC1=C(C(=NC(=N1)C1=CC(=NC=C1)C#N)NS(NCC1=CC=CC=C1)(=O)=O)OC1=C(C=CC=C1)OC (Benzylsulfamic acid [6-chloro-2-(2-cyano-pyridin-4-yl)-5-(2-methoxy-phenoxy)-pyrimidin-4-yl]-amide). Run in CN(C)C=O (DMF). Conditions: temperature 80 celsius, time 20 hour. The product is ClC1=C(C(=NC(=N1)C1=CC(=NC=C1)C1=NN=NN1)NS(NCC1=CC=CC=C1)(=O)=O)OC1=C(C=CC=C1)OC (benzylsulfamic acid [6-chloro-5-(2-methoxy-phenoxy)-2-[2-(1H-tetrazol-5-yl)-pyridin-4-yl]-pyrimidin-4-yl]-amide). Isolated yield 37.0%. As a reaction SMILES: [Cl:1][C:2]1[N:7]=[C:6]([C:8]2[CH:13]=[CH:12][N:11]=[C:10]([C:14]#[N:15])[CH:9]=2)[N:5]=[C:4]([NH:16][S:17](=[O:27])(=[O:26])[NH:18][CH2:19][C:20]2[CH:25]=[CH:24][CH:23]=[CH:22][CH:21]=2)[C:3]=1[O:28][C:29]1[CH:34]=[CH:33][CH:32]=[CH:31][C:30]=1[O:35][CH3:36].[N-:37]=[N+:38]=[N-:39].[Na+].[Cl-].[NH4+]>CN(C=O)C>[Cl:1][C:2]1[N:7]=[C:6]([C:8]2[CH:13]=[CH:12][N:11]=[C:10]([C:14]3[NH:39][N:38]=[N:37][N:15]=3)[CH:9]=2)[N:5]=[C:4]([NH:16][S:17](=[O:26])(=[O:27])[NH:18][CH2:19][C:20]2[CH:21]=[CH:22][CH:23]=[CH:24][CH:25]=2)[C:3]=1[O:28][C:29]1[CH:34]=[CH:33][CH:32]=[CH:31][C:30]=1[O:35][CH3:36] |f:1.2,3.4|. Reported procedure: Benzylsulfamic acid [6-chloro-2-(2-cyano-pyridin-4-yl)-5-(2-methoxy-phenoxy)-pyrimidin-4-yl]-amide (4.17 g) was dissolved in DMF (55 ml). Sodium azide (5.2 g) and ammonium chloride (4.28 g) were added and the mixture was stirred for 20 h at 80° C. Then the mixture was pored onto water and extracted with EtOAc. The layers were separated and the water layer was acidified with acetic acid to pH ˜5 and extracted with EtOAc. The combined organic layers from the 2nd extraction were washed with brine, ...